Dataset: the Open Reaction Database (ORD), a public repository of structured organic reaction records. Task: describe an organic reaction: reactants, conditions, products, and yield The reactants are CC(=O)O[BH-](OC(C)=O)OC(C)=O, C=O, CNCc1cccc(CCNc2nc(Cl)c(C)n(CC(=O)OCc3ccccc3)c2=O)c1, ClCCl, [Na+]. Product: Cc1c(Cl)nc(NCCc2cccc(CN(C)C)c2)c(=O)n1CC(=O)OCc1ccccc1. Reaction SMILES: [C:35]([O:36][BH-:37]([O:38][C:39](=[O:40])[CH3:41])[O:42][C:43](=[O:44])[CH3:45])(=[O:46])[CH3:47].[CH2:33]=[O:34].[Cl:1][c:2]1[c:3]([CH3:32])[n:4]([CH2:21][C:22](=[O:23])[O:24][CH2:25][c:26]2[cH:27][cH:28][cH:29][cH:30][cH:31]2)[c:5](=[O:20])[c:6]([NH:8][CH2:9][CH2:10][c:11]2[cH:12][c:13]([CH2:17][NH:18][CH3:19])[cH:14][cH:15][cH:16]2)[n:7]1.[Cl:49][CH2:50][Cl:51].[Na+:48]>>[Cl:1][c:2]1[c:3]([CH3:32])[n:4]([CH2:21][C:22](=[O:23])[O:24][CH2:25][c:26]2[cH:27][cH:28][cH:29][cH:30][cH:31]2)[c:5](=[O:20])[c:6]([NH:8][CH2:9][CH2:10][c:11]2[cH:12][c:13]([CH2:17][N:18]([CH3:19])[CH3:35])[cH:14][cH:15][cH:16]2)[n:7]1. The reactants are IC=1C=C(C=CC1OC)[N+](=O)[O-] (3-Iodo-4-(methoxy) nitrobenzene), COCCOC (DME), CC1=NOC(=C1B(O)O)C ((3,5-dimethyl-4-isoxazolyl)boronic acid), C([O-])([O-])=O.[Cs+].[Cs+] (cesium carbonate). The reagents and catalysts are catalyst. Run in O (water), C(C)(=O)OCC (ethyl acetate). Reaction conditions: temperature 90 celsius. Product: CC1=NOC(=C1C1=C(C=CC(=C1)[N+](=O)[O-])OC)C (3,5-dimethyl-4-[2-(methyloxy)-5-nitrophenyl]isoxazole). The yield is 83.3%. Reaction SMILES: I[C:2]1[CH:3]=[C:4]([N+:10]([O-:12])=[O:11])[CH:5]=[CH:6][C:7]=1[O:8][CH3:9].[CH3:13][C:14]1[C:18](B(O)O)=[C:17]([CH3:22])[O:16][N:15]=1.C(=O)([O-])[O-].[Cs+].[Cs+].COCCOC>C(OCC)(=O)C.O>[CH3:13][C:14]1[C:18]([C:2]2[CH:3]=[C:4]([N+:10]([O-:12])=[O:11])[CH:5]=[CH:6][C:7]=2[O:8][CH3:9])=[C:17]([CH3:22])[O:16][N:15]=1 |f:2.3.4|. Reported procedure: 3-Iodo-4-(methoxy) nitrobenzene (65 g, 233 mmol, Matrix Scientific), (3,5-dimethyl-4-isoxazolyl)boronic acid (36.1 g, 256 mmol) and cesium carbonate (152 g, 466 mmol) were combined with DME (80 ml) and water (40 ml) and the mixture was degassed with nitrogen for 10 min, then PEPPSI™ catalyst (3.96 g, 5.82 mmol) was added and the mixture heated at 90° C. for 4 h, then cooled and diluted with ethyl acetate (800 ml). The resulting suspension was filtered through Celite and the filtrate washed with ... The reactants are BrC1=CC(=CC=2CC(OC21)C2CC2)S(=O)(=O)C (7-bromo-2-cyclopropyl-5-methylsulfonyl-2,3-dihydro-1-benzofuran), [O-]P(=O)([O-])[O-].[K+].[K+].[K+] (K3PO4), CN1C(C2=CC=CC=C2C(=C1)B1OC(C(O1)(C)C)(C)C)=O (2-methyl-4-(4,4,5,5-tetramethyl-1,3,2-dioxaborolan-2-yl)isoquinolin-1-one). Reagents/catalysts: C1=CC=C(C=C1)P([C-]2C=CC=C2)C3=CC=CC=C3.C1=CC=C(C=C1)P([C-]2C=CC=C2)C3=CC=CC=C3.Cl[Pd]Cl.[Fe+2] (Pd(dppf)Cl2). Solvent: O1CCOCC1 (dioxane), O (H2O). Conditions: temperature 90 celsius. Yields the product C1(CC1)C1OC2=C(C1)C=C(C=C2C2=CN(C(C1=CC=CC=C21)=O)C)S(=O)(=O)C (4-(2-cyclopropyl-5-methylsulfonyl-2,3-dihydro-1-benzo furan-7-yl)-2-methylisoquinolin-1-one). Yield: 18.4%. Reaction SMILES: Br[C:2]1[C:10]2[O:9][CH:8]([CH:11]3[CH2:13][CH2:12]3)[CH2:7][C:6]=2[CH:5]=[C:4]([S:14]([CH3:17])(=[O:16])=[O:15])[CH:3]=1.[O-]P([O-])([O-])=O.[K+].[K+].[K+].[CH3:26][N:27]1[CH:36]=[C:35](B2OC(C)(C)C(C)(C)O2)[C:34]2[C:29](=[CH:30][CH:31]=[CH:32][CH:33]=2)[C:28]1=[O:46]>O1CCOCC1.O.C1C=CC(P(C2C=CC=CC=2)[C-]2C=CC=C2)=CC=1.C1C=CC(P(C2C=CC=CC=2)[C-]2C=CC=C2)=CC=1.Cl[Pd]Cl.[Fe+2]>[CH:11]1([CH:8]2[CH2:7][C:6]3[CH:5]=[C:4]([S:14]([CH3:17])(=[O:16])=[O:15])[CH:3]=[C:2]([C:35]4[C:34]5[C:29](=[CH:30][CH:31]=[CH:32][CH:33]=5)[C:28](=[O:46])[N:27]([CH3:26])[CH:36]=4)[C:10]=3[O:9]2)[CH2:13][CH2:12]1 |f:1.2.3.4,8.9.10.11|. Procedure details: To a solution of the title compound from Step 2 (80 mg, 252 umol) in dioxane (10.00 mL) and H2O (1.00 mL) was added Pd(dppf)Cl2 (9 mg, 12.61 umol), K3PO4 (134 mg, 631 umol) and 2-methyl-4-(4,4,5,5-tetramethyl-1,3,2-dioxaborolan-2-yl)isoquinolin-1-one (79 mg, 278 umol) in one portion. The reaction mixture was degassed with N2 and heated to 90° C. for 3 hours. It was then concentrated and purified by prep-HPLC to give the title compound (18.36 mg, 19% yield). 1H NMR (CDCl3, 400 MHz) δ 8.53-8.51 (d... The reactants are CCCC1OC1CO, CCCCCCOc1cnc(C2CCc3c(cc(F)c(F)c3O)C2(F)F)nc1. Yields the product CCCCCCOc1cnc(C2CCc3c(cc(F)c(F)c3OCC3OC3CCC)C2(F)F)nc1. As a reaction SMILES: [CH2:29]([CH2:30][CH3:31])[CH:32]1[CH:33]([CH2:35][OH:36])[O:34]1.[F:1][c:2]1[c:3]([OH:28])[c:4]2[c:9]([cH:10][c:11]1[F:12])[C:8]([F:13])([F:14])[CH:7]([c:15]1[n:16][cH:17][c:18]([O:21][CH2:22][CH2:23][CH2:24][CH2:25][CH2:26][CH3:27])[cH:19][n:20]1)[CH2:6][CH2:5]2>>[F:1][c:2]1[c:3]([O:28][CH2:35][CH:33]2[CH:32]([CH2:29][CH2:30][CH3:31])[O:34]2)[c:4]2[c:9]([cH:10][c:11]1[F:12])[C:8]([F:13])([F:14])[CH:7]([c:15]1[n:16][cH:17][c:18]([O:21][CH2:22][CH2:23][CH2:24][CH2:25][CH2:26][CH3:27])[cH:19][n:20]1)[CH2:6][CH2:5]2.